This data is from the Open Reaction Database (ORD), a public repository of structured organic reaction records. The task is: describe an organic reaction: reactants, conditions, products, and yield Reactants: O=C=NC1CC(CN=C=O)(CC(C1)(C)C)C (isophorone diisocyanate), C(C=C)(=O)OCCO (2-hydroxyethyl acrylate), C1(O)=CC=C(O)C=C1 (hydroquinone). The product is C(C=C)(=O)O.NC(=O)OCC (urethane acrylate). As a reaction SMILES: [O:1]=[C:2]=[N:3]C1CC(C)(C)CC(C)(CN=C=O)C1.[C:17]([O:21]CCO)(=[O:20])[CH:18]=[CH2:19].C1(C=[CH:31][C:29]([OH:30])=CC=1)O>>[C:17]([OH:21])(=[O:20])[CH:18]=[CH2:19].[NH2:3][C:2]([O:30][CH2:29][CH3:31])=[O:1] |f:3.4|. Reported procedure: 192.4 g of 1,6-hexanediol and 166.6 g of adipic acid were placed in a reaction vessel and reacted for 6 hours at 220° C. while dehydrating and condensing to obtain 318 g of polyester. 222 g (1 mole) of isophorone diisocyanate were added thereto and reacted for 2 hours at 80° C. Moreover, 116 g (1 mole) of 2-hydroxyethyl acrylate and 1.4 g of hydroquinone were further added thereto and reacted for 3 hours at 80° C. while blowing in air to obtain a urethane acrylate (C-1) having acryloyl groups on...